describe an organic reaction: reactants, conditions, products, and yield From a dataset of the Open Reaction Database (ORD), a public repository of structured organic reaction records. The reactants are solution, [H-].C(C(C)C)[Al+]CC(C)C (diisobutyl aluminum hydride), C(C)OC(=O)C1=NN2C(NC=3C=CC=CC3C2=C1)=O (5,6-dihydro-5-oxopyrazolo[1,5-c]quinazoline-2-carboxylic acid ethyl ester), resultant solution, CO (methanol). The solvent is CCCCCC (hexane), O1CCCC1 (tetrahydrofuran). Product: OCC1=NN2C(NC=3C=CC=CC3C2=C1)=O (2-(hydroxymethyl)pyrazolo[1,5-c]quinazolin-5(6H)-one). The yield is 99.1%. As a reaction SMILES: C([O:3][C:4]([C:6]1[CH:18]=[C:17]2[N:8]([C:9](=[O:19])[NH:10][C:11]3[CH:12]=[CH:13][CH:14]=[CH:15][C:16]=32)[N:7]=1)=O)C.[H-].C([Al+]CC(C)C)C(C)C.CO>O1CCCC1.CCCCCC>[OH:3][CH2:4][C:6]1[CH:18]=[C:17]2[N:8]([C:9](=[O:19])[NH:10][C:11]3[CH:12]=[CH:13][CH:14]=[CH:15][C:16]=32)[N:7]=1 |f:1.2|. Reported procedure: A suspension of 3.84 g (0.015 mole) of 5,6-dihydro-5-oxopyrazolo[1,5-c]quinazoline-2-carboxylic acid ethyl ester prepared as described in part A above is stirred in 150 ml of tetrahydrofuran under nitrogen at room temperature. There is added 24 ml (0.034 mole) of a 20% solution of diisobutyl aluminum hydride in hexane. The resultant solution is stirred for 1 hour at room temperature whereupon 50 ml of methanol is added and the reaction mixture refluxed for 1 hour. The precipitate of aluminum alk... The reactants are CCn1c(C(=O)c2cc(C)cc(C=CC#N)c2)c(C(C)C)c(=O)[nH]c1=O, CCO, [H][H]. Product: CCn1c(C(=O)c2cc(C)cc(CCC#N)c2)c(C(C)C)c(=O)[nH]c1=O. RXN SMILES: [CH2:1]([CH3:2])[n:3]1[c:4](=[O:26])[nH:5][c:6](=[O:25])[c:7]([CH:22]([CH3:23])[CH3:24])[c:8]1[C:9](=[O:10])[c:11]1[cH:12][c:13]([CH:18]=[CH:19][C:20]#[N:21])[cH:14][c:15]([CH3:17])[cH:16]1.[CH3:29][CH2:30][OH:31].[H:27][H:28]>>[CH2:1]([CH3:2])[n:3]1[c:4](=[O:26])[nH:5][c:6](=[O:25])[c:7]([CH:22]([CH3:23])[CH3:24])[c:8]1[C:9](=[O:10])[c:11]1[cH:12][c:13]([CH2:18][CH2:19][C:20]#[N:21])[cH:14][c:15]([CH3:17])[cH:16]1.